This data is from the Open Reaction Database (ORD), a public repository of structured organic reaction records. The task is: describe an organic reaction: reactants, conditions, products, and yield Reactants: CC#N, O=C(O)c1cn(C2CC2)c2c(F)c(F)c(F)cc2c1=O, NCC1CCNC1. Product: NCC1CCN(c2c(F)cc3c(=O)c(C(=O)O)cn(C4CC4)c3c2F)C1. RXN SMILES: [CH3:28][C:29]#[N:30].[CH:1]1([n:4]2[cH:5][c:6]([C:18](=[O:19])[OH:20])[c:7](=[O:17])[c:8]3[cH:9][c:10]([F:16])[c:11]([F:15])[c:12]([F:14])[c:13]23)[CH2:2][CH2:3]1.[NH:21]1[CH2:22][CH:23]([CH2:26][NH2:27])[CH2:24][CH2:25]1>>[CH:1]1([n:4]2[cH:5][c:6]([C:18](=[O:19])[OH:20])[c:7](=[O:17])[c:8]3[cH:9][c:10]([F:16])[c:11]([N:21]4[CH2:22][CH:23]([CH2:26][NH2:27])[CH2:24][CH2:25]4)[c:12]([F:14])[c:13]23)[CH2:2][CH2:3]1.